The task is: describe an organic reaction: reactants, conditions, products, and yield. This data is from the Open Reaction Database (ORD), a public repository of structured organic reaction records. Reaction conditions: time 30 minute. Reactants: C1CC(=O)N(C1=O)Br (NBS), C[C@@H](CCCCCC)OC1=CC(=C(C=C1)C)[N+](=O)[O-] ((S)-4-(1-methylheptyloxy)-2-nitro-toluene). Procedure: A suspension of 6.1 g (34.4 mmol) of NBS and 4 g of silica gel in 125 ml of dry dichloromethane was stirred under argon for 30 min. Then a solution of 4.56 g (17.2 mmol) of (S)-4-(1-methylheptyloxy)-2-nitro-toluene in 150 ml of dichloromethane was added via syringe. The reaction mixture was stirred at room temperature for 72 h. The resulting suspension was filtered through a short silica gel pad and the pad was washed several times with dichloromethane. The solvent was evaporated and the crude p... Yield: 77.7%. The solvent is ClCCl (dichloromethane), ClCCl (dichloromethane). As a reaction SMILES: C1C(=O)N([Br:8])C(=O)C1.[CH3:9][C@H:10]([O:17][C:18]1[CH:23]=[CH:22][C:21]([CH3:24])=[C:20]([N+:25]([O-:27])=[O:26])[CH:19]=1)[CH2:11][CH2:12][CH2:13][CH2:14][CH2:15][CH3:16]>ClCCl>[Br:8][CH2:24][C:21]1[CH:22]=[CH:23][C:18]([O:17][C@@H:10]([CH3:9])[CH2:11][CH2:12][CH2:13][CH2:14][CH2:15][CH3:16])=[CH:19][C:20]=1[N+:25]([O-:27])=[O:26]. The product is BrCC1=C(C=C(C=C1)O[C@H](CCCCCC)C)[N+](=O)[O-] ((S)-α-Bromo-4-(1-methylheptyloxy)-2-nitrotoluene). Reactants: CC(C)(C)OC(=O)CBr, C1CCOC1, CC(C)[N-]C(C)C, CC(C)CC1CCN(CCc2ccccc2)C1=O, [Li+]. The product is CC(C)CC1(CC(=O)OC(C)(C)C)CCN(CCc2ccccc2)C1=O. RXN SMILES: [Br:27][CH2:28][C:29](=[O:30])[O:31][C:32]([CH3:33])([CH3:34])[CH3:35].[CH2:36]1[O:37][CH2:38][CH2:39][CH2:40]1.[CH3:2][CH:3]([N-:4][CH:5]([CH3:6])[CH3:7])[CH3:8].[CH3:9][CH:10]([CH2:11][CH:12]1[C:13](=[O:25])[N:14]([CH2:17][CH2:18][c:19]2[cH:20][cH:21][cH:22][cH:23][cH:24]2)[CH2:15][CH2:16]1)[CH3:26].[Li+:1]>>[CH3:9][CH:10]([CH2:11][C:12]1([CH2:28][C:29](=[O:30])[O:31][C:32]([CH3:33])([CH3:34])[CH3:35])[C:13](=[O:25])[N:14]([CH2:17][CH2:18][c:19]2[cH:20][cH:21][cH:22][cH:23][cH:24]2)[CH2:15][CH2:16]1)[CH3:26]. The product is CC1(C)C2Cc3c(n[nH]c3C(=O)O)C21. RXN SMILES: [CH2:1]([CH3:2])[O:3][C:4](=[O:5])[c:6]1[c:7]2[c:11]([n:12][nH:13]1)[CH:10]1[CH:9]([CH2:8]2)[C:14]1([CH3:15])[CH3:16].[CH2:21]1[O:22][CH2:23][CH2:24][CH2:25]1.[CH3:17][OH:18].[Li+:19].[OH-:20]>>[O:3]=[C:4]([OH:5])[c:6]1[c:7]2[c:11]([n:12][nH:13]1)[CH:10]1[CH:9]([CH2:8]2)[C:14]1([CH3:15])[CH3:16]. Starting materials: CCOC(=O)c1[nH]nc2c1CC1C2C1(C)C, C1CCOC1, CO, [Li+], [OH-]. The reactants are BrC1=C(C=C(C(=O)O)C=C1O)O (4-bromo-3,5-dihydroxybenzoic acid), C[O-].[Na+] (sodium methoxide). The product is COC1=C(C=C(C(=O)O)C=C1O)O (4-Methoxy-3,5-dihydroxybenzoic acid). Yield: 45.0%. As a reaction SMILES: Br[C:2]1[C:10]([OH:11])=[CH:9][C:5]([C:6]([OH:8])=[O:7])=[CH:4][C:3]=1[OH:12].[CH3:13][O-:14].[Na+]>>[CH3:13][O:14][C:2]1[C:10]([OH:11])=[CH:9][C:5]([C:6]([OH:8])=[O:7])=[CH:4][C:3]=1[OH:12] |f:1.2|. Procedure details: Treatment of 4-bromo-3,5-dihydroxybenzoic acid (23.3 g, 0.1 mole) with sodium methoxide (18.5 g, 0.8 g atom) in an analogous procedure to that of Example 9 with a 9 hour reflux yielded 12 g (theory 18.4 g) of a white solid, m.p 238°-42° C. NMR showed this to be 45% title product and 55% starting material.